Dataset: the Open Reaction Database (ORD), a public repository of structured organic reaction records. Task: describe an organic reaction: reactants, conditions, products, and yield Reactants: BrCCBr, CN1CCCC(CCl)C1, ClCC1CCCNC1, [Mg], C1CCOC1. The product is [Cl-], CN1CCCC(C[Mg+])C1. As a reaction SMILES: [CH2:11]([Br:12])[CH2:13][Br:14].[CH3:2][N:3]1[CH2:4][CH:5]([CH2:9][Cl:10])[CH2:6][CH2:7][CH2:8]1.[Cl:15][CH2:16][CH:17]1[CH2:18][CH2:19][CH2:20][NH:21][CH2:22]1.[Mg:1].[O:23]1[CH2:24][CH2:25][CH2:26][CH2:27]1>>[Cl-:10].[Mg+:1][CH2:9][CH:5]1[CH2:4][N:3]([CH3:2])[CH2:8][CH2:7][CH2:6]1. The reactants are C(C)(=O)OCC.CCCCCCC (ethyl acetate heptane), C=1C=CC2=C(C1)C(=O)NC(=O)O2 (carsalam), BrCCCCCCCCCO (9-bromo-1-nonanol), C([O-])([O-])=O.[Na+].[Na+] (sodium carbonate), ice water. Run in CN(C(C)=O)C (N,N-dimethylacetamide). Conditions: temperature 77.5 celsius, time 1 hour. The product is OCCCCCCCCCN1C(OC2=C(C1=O)C=CC=C2)=O (3-(9-hydroxynonyl)-2H-1,3-benzoxazine-2,4(3H)-dione). The yield is 80.2%. As a reaction SMILES: [CH:1]1[CH:2]=[CH:3][C:4]2[O:12][C:10](=[O:11])[NH:9][C:7](=[O:8])[C:5]=2[CH:6]=1.Br[CH2:14][CH2:15][CH2:16][CH2:17][CH2:18][CH2:19][CH2:20][CH2:21][CH2:22][OH:23].C(=O)([O-])[O-].[Na+].[Na+].C(OCC)(=O)C.CCCCCCC>CN(C)C(=O)C>[OH:23][CH2:22][CH2:21][CH2:20][CH2:19][CH2:18][CH2:17][CH2:16][CH2:15][CH2:14][N:9]1[C:7](=[O:8])[C:5]2[CH:6]=[CH:1][CH:2]=[CH:3][C:4]=2[O:12][C:10]1=[O:11] |f:2.3.4,5.6|. Procedure: A mixture of 6.525 g (40 mmol) of carsalam, 10.26 g (44 mmol) of 9-bromo-1-nonanol, and 5.30 g (50 mmol) of sodium carbonate in 30 mL N,N-dimethylacetamide (DMA) was heated at 75-80° C. for 3 hours. TLC (eluent: ethyl acetate/heptane) indicated the reaction was completed. The reaction was carefully poured into a mixture of ice-water. The resulting white solid was stirred for 1 hour. It was collected on sintered glass funnel, washed with water, hexane and dried in vacuo to yield 9.80 g of 3-(9-hy... The reactants are [OH-].[K+] (potassium hydroxide), COC=1C=C(C=CC1)S (3-Methoxythiophenol), BrCC(=O)C1=CC=C(C=C1)OC (2-bromo-4'-methoxyacetophenone). Solvent: C(C)O (ethanol). Run at time 3 hour. Product: COC=1C=C(C=CC1)SCC(=O)C1=CC=C(C=C1)OC (2-(3-Methoxyphenylthio)-4'-Methoxyacetophenone). The yield is 76.5%. As a reaction SMILES: [CH3:1][O:2][C:3]1[CH:4]=[C:5]([SH:9])[CH:6]=[CH:7][CH:8]=1.[OH-].[K+].Br[CH2:13][C:14]([C:16]1[CH:21]=[CH:20][C:19]([O:22][CH3:23])=[CH:18][CH:17]=1)=[O:15]>C(O)C>[CH3:1][O:2][C:3]1[CH:4]=[C:5]([S:9][CH2:13][C:14]([C:16]2[CH:21]=[CH:20][C:19]([O:22][CH3:23])=[CH:18][CH:17]=2)=[O:15])[CH:6]=[CH:7][CH:8]=1 |f:1.2|. Procedure details: 3-Methoxythiophenol (50.0 g, 0.356 mol) was dissolved in 700 mL of ethanol. To this mixture was added (20 g, 0.36 mol) of potassium hydroxide pellets. A total of (82.5 g, 0.36 mol) of 2-bromo-4'-methoxyacetophenone was added in small portions to keep the temperature of the reaction at approximately 25° C. The reaction was allowed to proceed at ambient temperature for three hours. The reaction was terminated by evaporation of the alcohol, which resulted in obtaining a brown oil. The oil was parti... The reactants are CC(C(=O)NC1=CC(=CC=C1)C1CCN(CC1)CCCCC(=O)C1=CC(=CC=C1)[N+](=O)[O-])C (2-methyl-N-(3-{1-[5-(3-nitrophenyl)-5-oxopentyl]-4-piperidinyl}phenyl)propanamide), Cl.COC1=CC=C(C=C1)NN (4-methoxyphenylhydrazine hydrochloride). Product: COC=1C=C2C(=C(NC2=CC1)C1=CC(=CC=C1)[N+](=O)[O-])CCCN1CCC(CC1)C=1C=C(C=CC1)NC(C(C)C)=O (N-[3-(1-{3-[5-METHOXY-2-(3-NITROPHENYL)-1H-INDOL-3-YL]PROPYL}-4-PIPERIDINYL)PHENYL]-2-METHYLPROPANAMIDE). Reaction SMILES: [CH3:1][CH:2]([CH3:33])[C:3]([NH:5][C:6]1[CH:11]=[CH:10][CH:9]=[C:8]([CH:12]2[CH2:17][CH2:16][N:15]([CH2:18][CH2:19][CH2:20][CH2:21][C:22]([C:24]3[CH:29]=[CH:28][CH:27]=[C:26]([N+:30]([O-:32])=[O:31])[CH:25]=3)=O)[CH2:14][CH2:13]2)[CH:7]=1)=[O:4].Cl.[CH3:35][O:36][C:37]1[CH:42]=[CH:41][C:40]([NH:43]N)=[CH:39][CH:38]=1>>[CH3:35][O:36][C:37]1[CH:38]=[C:39]2[C:40](=[CH:41][CH:42]=1)[NH:43][C:22]([C:24]1[CH:29]=[CH:28][CH:27]=[C:26]([N+:30]([O-:32])=[O:31])[CH:25]=1)=[C:21]2[CH2:20][CH2:19][CH2:18][N:15]1[CH2:16][CH2:17][CH:12]([C:8]2[CH:7]=[C:6]([NH:5][C:3](=[O:4])[CH:2]([CH3:1])[CH3:33])[CH:11]=[CH:10][CH:9]=2)[CH2:13][CH2:14]1 |f:1.2|. Procedure: Prepared by Procedure E and Scheme M using 2-methyl-N-(3-{1-[5-(3-nitrophenyl)-5-oxopentyl]-4-piperidinyl}phenyl)propanamide and 4-methoxyphenylhydrazine hydrochloride: ESMS m/e: 555.2 (M+H)+. Reactants: CCOC(=O)c1csc(C2CCN(C(=O)Cn3ccc(C(F)(F)F)n3)CC2)n1, O=C(O)c1csc(C2CCN(C(=O)Cn3nc(C(F)F)cc3C(F)F)CC2)n1. Product: O=C(O)c1csc(C2CCN(C(=O)Cn3ccc(C(F)(F)F)n3)CC2)n1. Reaction SMILES: [F:1][C:2]([c:3]1[n:4][n:5]([CH2:8][C:9](=[O:10])[N:11]2[CH2:12][CH2:13][CH:14]([c:17]3[s:18][cH:19][c:20]([C:22](=[O:23])[O:24][CH2:25][CH3:26])[n:21]3)[CH2:15][CH2:16]2)[cH:6][cH:7]1)([F:27])[F:28].[F:29][CH:30]([F:31])[c:32]1[cH:33][c:34]([CH:35]([F:36])[F:37])[n:38]([CH2:39][C:40]([N:41]2[CH2:42][CH2:43][CH:44]([c:45]3[s:46][cH:47][c:48]([C:49]([OH:50])=[O:51])[n:52]3)[CH2:53][CH2:54]2)=[O:55])[n:56]1>>[F:1][C:2]([c:3]1[n:4][n:5]([CH2:8][C:9](=[O:10])[N:11]2[CH2:12][CH2:13][CH:14]([c:17]3[s:18][cH:19][c:20]([C:22](=[O:23])[OH:24])[n:21]3)[CH2:15][CH2:16]2)[cH:6][cH:7]1)([F:27])[F:28]. Reactants: COC=1C=C(C=CC1)O (3-methoxy-phenol), BrN1C(CCC1=O)=O (N-bromosuccinimide), C([O-])(O)=O.[Na+] (Sodium bicarbonate). Run in O1CCCC1 (tetrahydrofuran). Conditions: time 12 hour. Yields the product BrC1=C(C=C(C=C1)OC)O (2-bromo-5-methoxy-phenol), BrC1=CC=C(C=C1OC)O (4-bromo-5-methoxy-phenol). Yield: 24.0%. As a reaction SMILES: [CH3:1][O:2][C:3]1[CH:4]=[C:5]([OH:9])[CH:6]=[CH:7][CH:8]=1.[Br:10]N1C(=O)CCC1=O.C(=O)(O)[O-].[Na+]>O1CCCC1>[Br:10][C:6]1[CH:7]=[CH:8][C:3]([O:2][CH3:1])=[CH:4][C:5]=1[OH:9].[Br:10][C:8]1[C:3]([O:2][CH3:1])=[CH:4][C:5]([OH:9])=[CH:6][CH:7]=1 |f:2.3|. Procedure: To a solution of 3-methoxy-phenol (1 g, 8.055 mmol) in tetrahydrofuran (30 mL) at room temperature was added N-bromosuccinimide (1.478 g, 8.055 mmol) in several portions. The yellow reaction mixture was stirred at room temperature for 12 h. Sodium bicarbonate solution (5 mL) was added and the product was extracted with diethyl ether (2×100 mL). The organic layers were washed with brine (1×20 mL) and dried over anhydrous sodium sulfate. The solid was then filtered off, and the filtrate was concen...